Dataset: the Open Reaction Database (ORD), a public repository of structured organic reaction records. Task: describe an organic reaction: reactants, conditions, products, and yield Starting materials: Br, [Na+], CN(C)C=O, [OH-], O, O=P(Cl)(Cl)Cl, CCOC(=O)c1cccn2cc(-c3ccccc3)nc12. The product is CCOC(=O)c1cccn2c(C=O)c(-c3ccccc3)nc12. As a reaction SMILES: [BrH:1].[Na+:29].[O:30]=[CH:31][N:32]([CH3:33])[CH3:34].[OH-:28].[OH2:27].[P:22]([Cl:23])([Cl:24])([Cl:25])=[O:26].[c:2]1(-[c:8]2[n:9][c:10]3[n:11]([cH:12][cH:13][cH:14][c:15]3[C:16](=[O:17])[O:18][CH2:19][CH3:20])[cH:21]2)[cH:3][cH:4][cH:5][cH:6][cH:7]1>>[c:2]1(-[c:8]2[n:9][c:10]3[n:11]([cH:12][cH:13][cH:14][c:15]3[C:16](=[O:17])[O:18][CH2:19][CH3:20])[c:21]2[CH:31]=[O:30])[cH:3][cH:4][cH:5][cH:6][cH:7]1. The reactants are BrC1=C(C=CC=C1)S(=O)(=O)N1CC(C1)(O)C(F)(F)F (1-((2-bromophenyl)sulfonyl)-3-(trifluoromethyl)azetidin-3-ol), FC1=C(C=CC(=C1)B1OC(C(O1)(C)C)(C)C)C=1C=NC(=NC1)N (5-(2-fluoro-4-(4,4,5,5-tetramethyl-1,3,2-dioxaborolan-2-yl)phenyl)pyrimidin-2-amine). The product is NC1=NC=C(C=N1)C1=C(C=C(C=C1)C1=C(C=CC=C1)S(=O)(=O)N1CC(C1)(O)C(F)(F)F)F (1-((4′-(2-Aminopyrimidin-5-yl)-3′-fluoro-[1,1′-biphenyl]-2-yl)sulfonyl)-3-(trifluoromethyl)azetidin-3-ol). RXN SMILES: Br[C:2]1[CH:7]=[CH:6][CH:5]=[CH:4][C:3]=1[S:8]([N:11]1[CH2:14][C:13]([C:16]([F:19])([F:18])[F:17])([OH:15])[CH2:12]1)(=[O:10])=[O:9].[F:20][C:21]1[CH:26]=[C:25](B2OC(C)(C)C(C)(C)O2)[CH:24]=[CH:23][C:22]=1[C:36]1[CH:37]=[N:38][C:39]([NH2:42])=[N:40][CH:41]=1>>[NH2:42][C:39]1[N:40]=[CH:41][C:36]([C:22]2[CH:23]=[CH:24][C:25]([C:2]3[CH:7]=[CH:6][CH:5]=[CH:4][C:3]=3[S:8]([N:11]3[CH2:14][C:13]([C:16]([F:19])([F:18])[F:17])([OH:15])[CH2:12]3)(=[O:10])=[O:9])=[CH:26][C:21]=2[F:20])=[CH:37][N:38]=1. Procedure: The title compound was prepared using analogous conditions to those described in Example 6 utilizing 1-((2-bromophenyl)sulfonyl)-3-(trifluoromethyl)azetidin-3-ol and 5-(2-fluoro-4-(4,4,5,5-tetramethyl-1,3,2-dioxaborolan-2-yl)phenyl)pyrimidin-2-amine. MS (ESI): mass calcd. for C20H16F4N4O3S, 468.09; m/z found, 469.0 [M+H]+. 1H NMR (600 MHz, DMSO-d6) δ 8.53-8.47 (d, J=1.4, 2H), 8.06-8.01 (dd, J=8.0, 1.3, 1H), 7.81-7.76 (m, 1H), 7.70-7.65 (m, 1H), 7.64-7.58 (m, 1H), 7.51-7.45 (m, 2H), 7.35-7.29 (dd...